describe an organic reaction: reactants, conditions, products, and yield From a dataset of the Open Reaction Database (ORD), a public repository of structured organic reaction records. The reactants are O (water), NC1=NC(=CC(=N1)C1=CC=C(C2=CC=CC=C12)F)C(C)C (2-Amino-4-(4-fluoronaphth-1-yl)-6-isopropyl-pyrimidine), C[S-] (thiomethoxide), C[S-].[Na+] (sodium thiomethoxide). Solvent: CS(=O)C (dimethyl sulphoxide). Run at time 2 hour. The product is NC1=NC(=CC(=N1)C1=CC=C(C2=CC=CC=C12)SC)C(C)C (2-amino-4-(4-methylthionaphth-1-yl)-6-isopropylpyrimidine). Yield: 98.0%. Reaction SMILES: [NH2:1][C:2]1[N:7]=[C:6]([C:8]2[C:17]3[C:12](=[CH:13][CH:14]=[CH:15][CH:16]=3)[C:11](F)=[CH:10][CH:9]=2)[CH:5]=[C:4]([CH:19]([CH3:21])[CH3:20])[N:3]=1.[CH3:22][S-:23].[Na+].C[S-].O>CS(C)=O>[NH2:1][C:2]1[N:7]=[C:6]([C:8]2[C:17]3[C:12](=[CH:13][CH:14]=[CH:15][CH:16]=3)[C:11]([S:23][CH3:22])=[CH:10][CH:9]=2)[CH:5]=[C:4]([CH:19]([CH3:21])[CH3:20])[N:3]=1 |f:1.2|. Reported procedure: 2-Amino-4-(4-fluoronaphth-1-yl)-6-isopropyl-pyrimidine (0.281 g) was dissolved in dimethyl sulphoxide (DMSO) (10 mL) and sodium thiomethoxide (0.070 g) was added. The reaction mixture was stirred at room temperature for 2 hours at which time another equivalent of thiomethoxide was added and the reaction stirred for another 2 hours. The mixture was poured into water (100 mL) and the product was extracted into ethyl acetate/hexane (3×50 mL). The combined organic extracts were dried over sodium sul... The reactants are C1CCOC1, CO, COC(=O)Cc1c(C)n(Cc2ccoc2)c2ncccc12, [Na+], [OH-]. Product: Cc1c(CC(=O)O)c2cccnc2n1Cc1ccoc1. As a reaction SMILES: [CH2:24]1[O:25][CH2:26][CH2:27][CH2:28]1.[CH3:29][OH:30].[CH3:3][O:4][C:5]([CH2:6][c:7]1[c:8]([CH3:22])[n:9]([CH2:16][c:17]2[cH:18][o:19][cH:20][cH:21]2)[c:10]2[n:11][cH:12][cH:13][cH:14][c:15]12)=[O:23].[Na+:2].[OH-:1]>>[O:4]=[C:5]([CH2:6][c:7]1[c:8]([CH3:22])[n:9]([CH2:16][c:17]2[cH:18][o:19][cH:20][cH:21]2)[c:10]2[n:11][cH:12][cH:13][cH:14][c:15]12)[OH:23]. The reactants are CCO, [Cl-], O=[N+]([O-])c1cc(I)cc(I)c1. The product is Nc1cc(I)cc(I)c1. RXN SMILES: [CH3:13][CH2:14][OH:15].[Cl-:12].[I:1][c:2]1[cH:3][c:4]([N+:9]([O-:10])=[O:11])[cH:5][c:6]([I:8])[cH:7]1>>[I:1][c:2]1[cH:3][c:4]([NH2:9])[cH:5][c:6]([I:8])[cH:7]1. Reactants: C1(=CC=CC=C1)C1=CC2=C(N=CNC2=O)O1 (6-phenylfuro[2,3-d]pyrimidin-4(3H)-one), O=P(Cl)(Cl)Cl (POCl3). Conditions: temperature 60 celsius, time 3 hour. The product is ClC=1C2=C(N=CN1)OC(=C2)C2=CC=CC=C2 (4-Chloro-6-phenylfuro[2,3-d]pyrimidine). The yield is 74.0%. Reaction SMILES: [C:1]1([C:7]2[O:16][C:10]3[N:11]=[CH:12][NH:13][C:14](=O)[C:9]=3[CH:8]=2)[CH:6]=[CH:5][CH:4]=[CH:3][CH:2]=1.O=P(Cl)(Cl)[Cl:19]>>[Cl:19][C:14]1[C:9]2[CH:8]=[C:7]([C:1]3[CH:6]=[CH:5][CH:4]=[CH:3][CH:2]=3)[O:16][C:10]=2[N:11]=[CH:12][N:13]=1. Procedure details: A mixture of 6-phenylfuro[2,3-d]pyrimidin-4(3H)-one (1.0 g) and POCl3 (10 mL) was stirred at 55-65° C. for 3 h. The reaction mixture was poured into ice cold water and stirred for 10 min. The solution was extracted with chloroform (3×100 mL) and the combined chloroform layer was washed with aq. NaHCO3 solution, water, brine and dried over sodium sulfate. The residue was chromatographed over silica gel column using hexane-EtOAc (95:5) as eluents to give the product as a white color solid (800 mg,... Starting materials: ClCCCOc1ccc(-c2nc3cc(Br)cnc3[nH]2)cc1, C1CCNC1. Yields the product Brc1cnc2[nH]c(-c3ccc(OCCCN4CCCC4)cc3)nc2c1. Reaction SMILES: [Br:1][c:2]1[cH:3][c:4]2[c:5]([n:6][cH:7]1)[nH:8][c:9](-[c:11]1[cH:12][cH:13][c:14]([O:17][CH2:18][CH2:19][CH2:20][Cl:21])[cH:15][cH:16]1)[n:10]2.[CH2:22]1[CH2:23][CH2:24][NH:25][CH2:26]1>>[Br:1][c:2]1[cH:3][c:4]2[c:5]([n:6][cH:7]1)[nH:8][c:9](-[c:11]1[cH:12][cH:13][c:14]([O:17][CH2:18][CH2:19][CH2:20][N:25]3[CH2:24][CH2:23][CH2:22][CH2:26]3)[cH:15][cH:16]1)[n:10]2. Reactants: O1[C@H](C1)CO[C@H](C)C1=C(C=CC=C1)/C=C/C(=O)OC (methyl (2E)-3-(2-{(1R)-1-[(2R)-oxiran-2-yl methoxy]ethyl}phenyl)prop-2-enoate), O (Water), C1C(CC2=CC=CC=C12)CC(C)(N)C (1-(2,3-dihydro-1H-inden-2-yl)-2-methylpropan-2-amine), Cl(=O)(=O)(=O)[O-].[Li+] (lithium perchlorate). Solvent: C1(=CC=CC=C1)C (toluene). Reaction conditions: time 16 hour. Yields the product C1C(CC2=CC=CC=C12)CC(C)(C)NC[C@H](CO[C@H](C)C1=C(C=CC=C1)/C=C/C(=O)OC)O (Methyl (2E)-3-{2-[(1R)-1-{[(2R)-3-{[1-(2,3-dihydro-1H-inden-2-yl)-2-methylpropan-2-yl]amino}-2-hydroxypropyl]oxy}ethyl]phenyl}prop-2-enoate). The yield is 37.0%. As a reaction SMILES: [O:1]1[CH2:3][C@@H:2]1[CH2:4][O:5][C@@H:6]([C:8]1[CH:13]=[CH:12][CH:11]=[CH:10][C:9]=1/[CH:14]=[CH:15]/[C:16]([O:18][CH3:19])=[O:17])[CH3:7].[CH2:20]1[C:28]2[C:23](=[CH:24][CH:25]=[CH:26][CH:27]=2)[CH2:22][CH:21]1[CH2:29][C:30]([CH3:33])([NH2:32])[CH3:31].Cl([O-])(=O)(=O)=O.[Li+].O>C1(C)C=CC=CC=1>[CH2:22]1[C:23]2[C:28](=[CH:27][CH:26]=[CH:25][CH:24]=2)[CH2:20][CH:21]1[CH2:29][C:30]([NH:32][CH2:3][C@@H:2]([OH:1])[CH2:4][O:5][C@@H:6]([C:8]1[CH:13]=[CH:12][CH:11]=[CH:10][C:9]=1/[CH:14]=[CH:15]/[C:16]([O:18][CH3:19])=[O:17])[CH3:7])([CH3:31])[CH3:33] |f:2.3|. Reported procedure: A mixture of methyl (2E)-3-(2-{(1R)-1-[(2R)-oxiran-2-yl methoxy]ethyl}phenyl)prop-2-enoate (342 mg, 1.30 mmol) described in WO 2004/106280, 1-(2,3-dihydro-1H-inden-2-yl)-2-methylpropan-2-amine (234 mg, 1.24 mmol) described in WO 01/53254, and lithium perchlorate (79 mg, 0.74 mmol) in toluene (12 mL) was stirred at room temperature for 16 hours. Water (10 mL) was added to the reaction solution, which was then extracted with ethyl acetate (10 mL×3). After that, the organic layers were combined, wa...